Dataset: the Open Reaction Database (ORD), a public repository of structured organic reaction records. Task: describe an organic reaction: reactants, conditions, products, and yield The reactants are CN(C)C=O, ClCCCCCl, [H-], O=C1Nc2ccccc2C1=O, [Na+]. Yields the product O=C1C(=O)N(CCCCCl)c2ccccc21. As a reaction SMILES: [CH3:20][N:21]([CH3:22])[CH:23]=[O:24].[Cl:14][CH2:15][CH2:16][CH2:17][CH2:18][Cl:19].[H-:1].[NH:3]1[C:4](=[O:13])[C:5](=[O:12])[c:6]2[cH:7][cH:8][cH:9][cH:10][c:11]21.[Na+:2]>>[N:3]1([CH2:18][CH2:17][CH2:16][CH2:15][Cl:14])[C:4](=[O:13])[C:5](=[O:12])[c:6]2[cH:7][cH:8][cH:9][cH:10][c:11]21. Reactants: CC(C)(C)OC(=O)N1CC2CC(CN(CCC(=O)Nc3ccc(C#N)cc3)C2)C1, C1CCOC1, Cc1ccccc1. The product is CC(C)(C)OC(=O)N1CC2CC(CN(CCCNc3ccc(C#N)cc3)C2)C1. RXN SMILES: [C:1](#[N:2])[c:3]1[cH:4][cH:5][c:6]([NH:9][C:10](=[O:11])[CH2:12][CH2:13][N:14]2[CH2:15][CH:16]3[CH2:17][N:18]([C:23](=[O:24])[O:25][C:26]([CH3:27])([CH3:28])[CH3:29])[CH2:19][CH:20]([CH2:21]2)[CH2:22]3)[cH:7][cH:8]1.[CH2:37]1[O:38][CH2:39][CH2:40][CH2:41]1.[CH3:30][c:31]1[cH:32][cH:33][cH:34][cH:35][cH:36]1>>[C:1](#[N:2])[c:3]1[cH:4][cH:5][c:6]([NH:9][CH2:10][CH2:12][CH2:13][N:14]2[CH2:15][CH:16]3[CH2:17][N:18]([C:23](=[O:24])[O:25][C:26]([CH3:27])([CH3:28])[CH3:29])[CH2:19][CH:20]([CH2:21]2)[CH2:22]3)[cH:7][cH:8]1. The reactants are CCCCCC, CSc1nccc(Cl)n1, I. The product is CSc1nccc(I)n1. As a reaction SMILES: [CH3:11][CH2:12][CH2:13][CH2:14][CH2:15][CH3:16].[Cl:1][c:2]1[n:3][c:4]([S:8][CH3:9])[n:5][cH:6][cH:7]1.[IH:10]>>[c:2]1([I:10])[n:3][c:4]([S:8][CH3:9])[n:5][cH:6][cH:7]1. Procedure: 6-(5-Cyclopropylcarbamoyl-2-methyl-phenyl)-N-(3-methylsulphonylaminobenzyl)-nicotinamide was prepared from 6-chloro-N-(3-methylsulphonylaminobenzyl)nicotinamide (Intermediate 4) and N-cyclopropyl-4-methyl-3-(4,4,5,5-tetramethyl-[1,3,2]dioxaborolan-2-yl)-benzamide (Intermediate 8) using General Method B. LCMS: retention time 2.71 min, MH+ 479. NMR: δH [2H6]-DMSO 9.33,(1H, t), 9.15,(1H, s), 8.48-8.33,(3H, m), 7.89,(1H, s), 7.81,(1H, d), 7.72,(1H, d), 7.41,(1H, d), 7.31,(1H, t), 7.21,(1H, s), 7.10,... As a reaction SMILES: Cl[C:2]1[CH:22]=[CH:21][C:5]([C:6]([NH:8][CH2:9][C:10]2[CH:15]=[CH:14][CH:13]=[C:12]([NH:16][S:17]([CH3:20])(=[O:19])=[O:18])[CH:11]=2)=[O:7])=[CH:4][N:3]=1.[CH:23]1([NH:26][C:27](=[O:44])[C:28]2[CH:33]=[CH:32][C:31]([CH3:34])=[C:30](B3OC(C)(C)C(C)(C)O3)[CH:29]=2)[CH2:25][CH2:24]1>>[CH:23]1([NH:26][C:27]([C:28]2[CH:33]=[CH:32][C:31]([CH3:34])=[C:30]([C:2]3[CH:22]=[CH:21][C:5]([C:6]([NH:8][CH2:9][C:10]4[CH:15]=[CH:14][CH:13]=[C:12]([NH:16][S:17]([CH3:20])(=[O:19])=[O:18])[CH:11]=4)=[O:7])=[CH:4][N:3]=3)[CH:29]=2)=[O:44])[CH2:24][CH2:25]1. Yields the product C1(CC1)NC(=O)C=1C=CC(=C(C1)C1=NC=C(C(=O)NCC2=CC(=CC=C2)NS(=O)(=O)C)C=C1)C (6-(5-Cyclopropylcarbamoyl-2-methyl-phenyl)-N-(3-methylsulphonylaminobenzyl)-nicotinamide). Reactants: ClC1=NC=C(C(=O)NCC2=CC(=CC=C2)NS(=O)(=O)C)C=C1 (6-chloro-N-(3-methylsulphonylaminobenzyl)nicotinamide), ClC1=NC=C(C(=O)NCC2=CC(=CC=C2)NS(=O)(=O)C)C=C1 (6-chloro-N-(3-methylsulphonylaminobenzyl)nicotinamide), C1(CC1)NC(C1=CC(=C(C=C1)C)B1OC(C(O1)(C)C)(C)C)=O (N-cyclopropyl-4-methyl-3-(4,4,5,5-tetramethyl-[1,3,2]dioxaborolan-2-yl)-benzamide), C1(CC1)NC(C1=CC(=C(C=C1)C)B1OC(C(O1)(C)C)(C)C)=O (N-cyclopropyl-4-methyl-3-(4,4,5,5-tetramethyl-[1,3,2]dioxaborolan-2-yl)-benzamide). The reactants are CCOC(=O)c1ccc(C(C)=Cc2ccc3ccccc3c2)cc1, CCO, [K+], [OH-], O. The product is CC(=Cc1ccc2ccccc2c1)c1ccc(C(=O)O)cc1. RXN SMILES: [CH2:3]([CH3:4])[O:5][C:6](=[O:7])[c:8]1[cH:9][cH:10][c:11]([C:12](=[CH:13][c:14]2[cH:15][c:16]3[cH:17][cH:18][cH:19][cH:20][c:21]3[cH:22][cH:23]2)[CH3:24])[cH:25][cH:26]1.[CH3:28][CH2:29][OH:30].[K+:2].[OH-:1].[OH2:27]>>[O:5]=[C:6]([OH:7])[c:8]1[cH:9][cH:10][c:11]([C:12](=[CH:13][c:14]2[cH:15][c:16]3[cH:17][cH:18][cH:19][cH:20][c:21]3[cH:22][cH:23]2)[CH3:24])[cH:25][cH:26]1. Starting materials: BrB(Br)Br, COc1ccc(C(=O)c2ccc(Cl)c(Cl)c2)cc1, ClCCl, O. Product: O=C(c1ccc(O)cc1)c1ccc(Cl)c(Cl)c1. As a reaction SMILES: [B:19]([Br:20])([Br:21])[Br:22].[CH3:1][O:2][c:3]1[cH:4][cH:5][c:6]([C:9](=[O:10])[c:11]2[cH:12][c:13]([Cl:18])[c:14]([Cl:17])[cH:15][cH:16]2)[cH:7][cH:8]1.[Cl:24][CH2:25][Cl:26].[OH2:23]>>[OH:2][c:3]1[cH:4][cH:5][c:6]([C:9](=[O:10])[c:11]2[cH:12][c:13]([Cl:18])[c:14]([Cl:17])[cH:15][cH:16]2)[cH:7][cH:8]1.